This data is from the Open Reaction Database (ORD), a public repository of structured organic reaction records. The task is: describe an organic reaction: reactants, conditions, products, and yield Starting materials: C(CCCC)C1C(CCC1=O)=O (2-n-pentyl-1,3-cyclopentanedione), Cl (hydrogen chloride), C(O)([O-])=O.[Na+] (sodium hydrogencarbonate), Cl (hydrogen chloride). Run in CO (methanol). Run at temperature 25 celsius, time 30 minute. Product: C(CCCC)C=1C(CCC1OC)=O (2-pentyl-3-methoxy-2-cyclopentenone). Reaction SMILES: [CH2:1]([CH:6]1[C:10](=[O:11])[CH2:9][CH2:8][C:7]1=[O:12])[CH2:2][CH2:3][CH2:4][CH3:5].Cl.[C:14](=O)([O-])O.[Na+]>CO>[CH2:1]([C:6]1[C:10](=[O:11])[CH2:9][CH2:8][C:7]=1[O:12][CH3:14])[CH2:2][CH2:3][CH2:4][CH3:5] |f:2.3|. Procedure details: To 32.5 g (0.19 mol) of 2-n-pentyl-1,3-cyclopentanedione was added 650 ml of methanol containing 1 wt % of hydrogen chloride (prepared by preliminarily blowing hydrogen chloride therein), followed by heating under reflux for 5 hours and cooling to 25° C. Then, thereto was gradually added 15.4 g of sodium hydrogencarbonate followed by stirring for 30 minutes at 25° C. Methanol was distilled off in vacuo and then 200 mL of water and 200 mL of isobutanol were added. The resulting mixture was stirre... The reactants are O=C([O-])[O-], CO, [K+], [K+], O=C(N(Cc1cc2c(cn1)OCCO2)CC1CCCN(CCn2c(=O)ccc3ncc(F)cc32)C1)C(F)(F)F, O. The product is O=c1ccc2ncc(F)cc2n1CCN1CCCC(CNCc2cc3c(cn2)OCCO3)C1. RXN SMILES: [C:42](=[O:43])([O-:44])[O-:45].[CH3:40][OH:41].[K+:46].[K+:47].[O:1]1[CH2:2][CH2:3][O:4][c:5]2[cH:6][n:7][c:8]([CH2:11][N:12]([C:13](=[O:14])[C:15]([F:16])([F:17])[F:18])[CH2:19][CH:20]3[CH2:21][N:22]([CH2:26][CH2:27][n:28]4[c:29](=[O:39])[cH:30][cH:31][c:32]5[n:33][cH:34][c:35]([F:38])[cH:36][c:37]45)[CH2:23][CH2:24][CH2:25]3)[cH:9][c:10]21.[OH2:48]>>[O:1]1[CH2:2][CH2:3][O:4][c:5]2[cH:6][n:7][c:8]([CH2:11][NH:12][CH2:19][CH:20]3[CH2:21][N:22]([CH2:26][CH2:27][n:28]4[c:29](=[O:39])[cH:30][cH:31][c:32]5[n:33][cH:34][c:35]([F:38])[cH:36][c:37]45)[CH2:23][CH2:24][CH2:25]3)[cH:9][c:10]21. The reactants are O (water), [NH4+].[Cl-] (NH4Cl), C(C)(C)(C)N(O[Si](C)(C)C(C)(C)C)C1=CC=C(C(=O)NC2=C3C=CC=NC3=C(C=C2)O)C=C1 (4-[N-(tert-butyl)-N-(tert-butyldimethylsilyloxy)amino]-N-(8-hydroxyquinolin-5-yl)-benzamide), solution, [F-].C(CCC)[N+](CCCC)(CCCC)CCCC (tetrabutylammonium fluoride). Run in C(C)(=O)OCC (Ethyl acetate), C1CCOC1 (THF), C1CCOC1 (THF). Reaction conditions: time 1 hour. Yields the product C(C)(C)(C)N(O)C1=CC=C(C(=O)NC2=C3C=CC=NC3=C(C=C2)O)C=C1 (4-[N-(tert-butyl)-N-hydroxyamino]-N-(8-hydroxyquinolin-5-yl)-benzamide). Yield: 70.3%. Reaction SMILES: [C:1]([N:5]([C:14]1[CH:33]=[CH:32][C:17]([C:18]([NH:20][C:21]2[CH:30]=[CH:29][C:28]([OH:31])=[C:27]3[C:22]=2[CH:23]=[CH:24][CH:25]=[N:26]3)=[O:19])=[CH:16][CH:15]=1)[O:6][Si](C(C)(C)C)(C)C)([CH3:4])([CH3:3])[CH3:2].[F-].C([N+](CCCC)(CCCC)CCCC)CCC.O.[NH4+].[Cl-]>C1COCC1.C(OCC)(=O)C>[C:1]([N:5]([C:14]1[CH:33]=[CH:32][C:17]([C:18]([NH:20][C:21]2[CH:30]=[CH:29][C:28]([OH:31])=[C:27]3[C:22]=2[CH:23]=[CH:24][CH:25]=[N:26]3)=[O:19])=[CH:16][CH:15]=1)[OH:6])([CH3:4])([CH3:2])[CH3:3] |f:1.2,4.5|. Procedure: To a solution of 0.04 g (0.085 mmol) of compound 9 in THF (1 mL) was added 0.43 mL (0.43 mmol) of 1 M solution of tetrabutylammonium fluoride in THF at room temperature, and the solution was stirred for 1 hour. After completion of the reaction, 2 mL of water was added to quench the reaction. Ethyl acetate and sat'd NH4Cl solution were added to the mixture. The organic layer was separated, dried over anhydrous MgSO4, filtered and concentrated under reduced pressure. The residue was purified by fl... Procedure details: Under a nitrogen atmosphere, 8.8 ml of a 1.7 mol/l t-butyllithium solution (15 mmole) was added dropwise to a solution of 2.55 g of 2-bromo-toluence in 20 ml of THF at 0° C. The resulting mixture was stirred for another 2 hours, and then transferred to a stirred suspension of 1.0 g of bathophenanthroline (3 mmole) in 40 ml of toluene in an ice bath. The resulting deep-red solution was stirred overnight at room temperature, and 10 ml of water was then added. The organic layer was separated, and t... Product: C1(=CC=CC=C1)C1=CC(=NC2=C3N=C(C=C(C3=CC=C12)C1=CC=CC=C1)C=1C=C(C=CC1)C)C=1C=C(C=CC1)C (4,7-diphenyl-2,9-di-m-tolyl-1,10-phenanthroline). The yield is 75.0%. The solvent is C1(=CC=CC=C1)C (toluene), C1CCOC1 (THF). Reaction conditions: time 2 hour. Reactants: C1=CC=C(C=C1)C2=C3C=CC4=C(C=CN=C4C3=NC=C2)C5=CC=CC=C5 (bathophenanthroline), C(C)(C)(C)[Li] (t-butyllithium), O (water). Reaction SMILES: [C:1]([Li])([CH3:4])([CH3:3])[CH3:2].[CH:6]1[CH:11]=[CH:10][C:9]([C:12]2[CH:25]=[CH:24][N:23]=[C:22]3[C:13]=2[CH:14]=[CH:15][C:16]2[C:21]3=[N:20][CH:19]=[CH:18][C:17]=2[C:26]2[CH:31]=[CH:30][CH:29]=[CH:28][CH:27]=2)=[CH:8][CH:7]=1.O>C1COCC1.C1(C)C=CC=CC=1>[C:26]1([C:17]2[C:16]3[C:21](=[C:22]4[C:13](=[CH:14][CH:15]=3)[C:12]([C:9]3[CH:8]=[CH:7][CH:6]=[CH:11][CH:10]=3)=[CH:25][C:24]([C:14]3[CH:2]=[C:1]([CH3:4])[CH:3]=[CH:22][CH:13]=3)=[N:23]4)[N:20]=[C:19]([C:7]3[CH:8]=[C:9]([CH3:12])[CH:10]=[CH:11][CH:6]=3)[CH:18]=2)[CH:31]=[CH:30][CH:29]=[CH:28][CH:27]=1. The reactants are BrC=1C(=NC=C(C1)[N+](=O)[O-])OCC1CC1 (3-bromo-2-cyclopropylmethoxy-5-nitro-pyridine), O (water), [Cl-].[NH4+] (ammonium chloride). The reagents and catalysts are [Zn] (zinc). Run in CO (methanol), ClCCl (dichloromethane). Reaction conditions: temperature 25 celsius, time 45 minute. Yields the product BrC=1C=C(C=NC1OCC1CC1)N (5-bromo-6-cyclopropylmethoxy-pyridin-3-ylamine). The yield is 95.2%. As a reaction SMILES: [Br:1][C:2]1[C:3]([O:11][CH2:12][CH:13]2[CH2:15][CH2:14]2)=[N:4][CH:5]=[C:6]([N+:8]([O-])=O)[CH:7]=1.O.[Cl-].[NH4+]>CO.ClCCl.[Zn]>[Br:1][C:2]1[CH:7]=[C:6]([NH2:8])[CH:5]=[N:4][C:3]=1[O:11][CH2:12][CH:13]1[CH2:15][CH2:14]1 |f:2.3|. Procedure: To a solution of 3-bromo-2-cyclopropylmethoxy-5-nitro-pyridine (600 mg, 2.19 mmol) in methanol (30 ml) were added water (15 ml), zinc dust (1 g, 15.37 mmol) and ammonium chloride (1.28 g, 24.09 mmol) at 25° C., and the reaction mixture was stirred for 45 min at 25° C. After total consumption of starting material (monitored by TLC), the reaction mixture was filtered through a bed of celite, and the filtrate was evaporated under reduced pressure to get the crude residue. The residue was dissolved ...